This data is from the Open Reaction Database (ORD), a public repository of structured organic reaction records. The task is: describe an organic reaction: reactants, conditions, products, and yield The reactants are O=C([O-])[O-], COc1cc2c(Cl)ncnc2cc1OCCCN1CCCCC1, ClCCl, [K+], [K+], Oc1cc2cc[nH]c2cc1C(F)(F)F. Product: COc1cc2c(Oc3cc4cc[nH]c4cc3C(F)(F)F)ncnc2cc1OCCCN1CCCCC1. Reaction SMILES: [C:24](=[O:25])([O-:26])[O-:27].[Cl:1][c:2]1[n:3][cH:4][n:5][c:6]2[cH:7][c:8]([O:14][CH2:15][CH2:16][CH2:17][N:18]3[CH2:19][CH2:20][CH2:21][CH2:22][CH2:23]3)[c:9]([O:12][CH3:13])[cH:10][c:11]12.[Cl:44][CH2:45][Cl:46].[K+:28].[K+:29].[OH:30][c:31]1[cH:32][c:33]2[cH:34][cH:35][nH:36][c:37]2[cH:38][c:39]1[C:40]([F:41])([F:42])[F:43]>>[c:2]1([O:30][c:31]2[cH:32][c:33]3[cH:34][cH:35][nH:36][c:37]3[cH:38][c:39]2[C:40]([F:41])([F:42])[F:43])[n:3][cH:4][n:5][c:6]2[cH:7][c:8]([O:14][CH2:15][CH2:16][CH2:17][N:18]3[CH2:19][CH2:20][CH2:21][CH2:22][CH2:23]3)[c:9]([O:12][CH3:13])[cH:10][c:11]12. The reactants are CC(C)(C)ON, ClCCl, COc1ccc(S(=O)(=O)N2CCN(C(=O)OCc3ccccc3)CC2C(=O)O)cc1, CN(C)c1ccccn1, Cl. The product is COc1ccc(S(=O)(=O)N2CCN(C(=O)OCc3ccccc3)CC2C(=O)NOC(C)(C)C)cc1. RXN SMILES: [C:32]([CH3:33])([CH3:34])([CH3:35])[O:36][NH2:37].[CH2:47]([Cl:48])[Cl:49].[CH3:1][O:2][c:3]1[cH:4][cH:5][c:6]([S:9](=[O:10])(=[O:11])[N:12]2[CH:13]([C:28](=[O:29])[OH:30])[CH2:14][N:15]([C:18](=[O:19])[O:20][CH2:21][c:22]3[cH:23][cH:24][cH:25][cH:26][cH:27]3)[CH2:16][CH2:17]2)[cH:7][cH:8]1.[CH3:38][N:39]([c:40]1[cH:41][cH:42][cH:43][cH:44][n:45]1)[CH3:46].[ClH:31]>>[CH3:1][O:2][c:3]1[cH:4][cH:5][c:6]([S:9](=[O:10])(=[O:11])[N:12]2[CH:13]([C:28](=[O:29])[NH:37][O:36][C:32]([CH3:33])([CH3:34])[CH3:35])[CH2:14][N:15]([C:18](=[O:19])[O:20][CH2:21][c:22]3[cH:23][cH:24][cH:25][cH:26][cH:27]3)[CH2:16][CH2:17]2)[cH:7][cH:8]1.